Dataset: the Open Reaction Database (ORD), a public repository of structured organic reaction records. Task: describe an organic reaction: reactants, conditions, products, and yield Starting materials: C[Mg]Br (methylmagnesium bromide), BrC1=CC(=C(C(=O)N(C)OC)C=C1)F (4-bromo-2-fluoro-N-methoxy-N-methylbenzamide), [Cl-].[NH4+] (ammonium chloride). The solvent is C1CCOC1 (THF). Conditions: time 3 hour. Yields the product BrC1=CC(=C(C=C1)C(C)=O)F (1-(4-bromo-2-fluorophenyl)ethanone). Reaction SMILES: [Br:1][C:2]1[CH:13]=[CH:12][C:5]([C:6](N(OC)C)=[O:7])=[C:4]([F:14])[CH:3]=1.[CH3:15][Mg]Br.[Cl-].[NH4+]>C1COCC1>[Br:1][C:2]1[CH:13]=[CH:12][C:5]([C:6](=[O:7])[CH3:15])=[C:4]([F:14])[CH:3]=1 |f:2.3|. Procedure details: To a mixture of 4-bromo-2-fluoro-N-methoxy-N-methylbenzamide (13 g) in THF (4.0 mL) was added dropwise methylmagnesium bromide (3M ethylether solution, 30 mL) at 0° C., and the mixture was stirred at room temperature for 3 hr. Saturated aqueous ammonium chloride solution was added to the reaction mixture, and the mixture was extracted with ethyl acetate. The extract was washed with water and saturated brine, and dried over anhydrous magnesium sulfate, and the solvent was evaporated under reduced...